describe an organic reaction: reactants, conditions, products, and yield From a dataset of the Open Reaction Database (ORD), a public repository of structured organic reaction records. Reactants: NC=1C=C(C=CC1)C1=C(C=NC2=C(C=CC=C12)C(F)(F)F)C(=O)C1=CC=CC=C1 ([4-(3-aminophenyl)-8-(trifluoromethyl)quinolin-3-yl](phenyl)methanone), C(C1=CC=CC=C1)(=O)Cl (benzoyl chloride), N1=CC=CC=C1 (pyridine). Solvent: C(C)N(CC)CC (triethylamine). The product is C(C1=CC=CC=C1)(=O)C=1C=NC2=C(C=CC=C2C1C=1C=C(C=CC1)NC(C1=CC=CC=C1)=O)C(F)(F)F (N-[3-(3-BENZOYL-8-TRIFLUOROMETHYL-QUINOLIN-4-YL)-PHENYL]-BENZAMIDE). As a reaction SMILES: [NH2:1][C:2]1[CH:3]=[C:4]([C:8]2[C:17]3[C:12](=[C:13]([C:18]([F:21])([F:20])[F:19])[CH:14]=[CH:15][CH:16]=3)[N:11]=[CH:10][C:9]=2[C:22]([C:24]2[CH:29]=[CH:28][CH:27]=[CH:26][CH:25]=2)=[O:23])[CH:5]=[CH:6][CH:7]=1.[C:30](Cl)(=[O:37])[C:31]1[CH:36]=[CH:35][CH:34]=[CH:33][CH:32]=1.N1C=CC=CC=1>C(N(CC)CC)C>[C:22]([C:9]1[CH:10]=[N:11][C:12]2[C:17]([C:8]=1[C:4]1[CH:3]=[C:2]([NH:1][C:30](=[O:37])[C:31]3[CH:36]=[CH:35][CH:34]=[CH:33][CH:32]=3)[CH:7]=[CH:6][CH:5]=1)=[CH:16][CH:15]=[CH:14][C:13]=2[C:18]([F:21])([F:19])[F:20])(=[O:23])[C:24]1[CH:25]=[CH:26][CH:27]=[CH:28][CH:29]=1. Reported procedure: The title compound was prepared from [4-(3-aminophenyl)-8-(trifluoromethyl)quinolin-3-yl](phenyl)methanone and benzoyl chloride in substantially the same manner as described in Example 61 with one change: pyridine was used as a base instead of triethylamine; off-white solid: MS (EI) m/z 497.2 (M+H)+; 1H NMR (DMSO-d6): δ 7.03 (d, J=7.6 Hz, 1H), 7.33 (t, J=7.8 Hz, 1H), 7.39 (t, J=8.0 Hz, 2H), 7.50-7.95 (m, 10H), 8.05 (d, J=7.7 Hz, 1H), 8.36 (d, J=7.0 Hz, 1H), 9.16 (s, 1H), 10.33 (s, 1H). The reactants are E- and Z-olefin, N1N=CC(=C1)C=1C2=C(N=CN1)N(C=C2)COCC[Si](C)(C)C (4-(1H-pyrazol-4-yl)-7-{[2-(trimethylsilyl)ethoxy]methyl}-7H-pyrrolo[2,3-d]pyrimidine), CN(C)C=O (DMF), C(#N)C=CCN1C(CN(CC1)C(=O)OC(C)(C)C)COC (tert-butyl 4-[3-cyanoprop-2-en-1-yl]-3-(methoxymethyl)piperazine-1-carboxylate), C([O-])([O-])=O.[K+].[K+] (potassium carbonate). Run at time 5 hour. Product: C(#N)CC(CN1C(CN(CC1)C(=O)OC(C)(C)C)COC)N1N=CC(=C1)C=1C2=C(N=CN1)N(C=C2)COCC[Si](C)(C)C (tert-butyl 4-{3-cyano-2-[4-(7-{[2-(trimethylsilyl)ethoxy]methyl}-7H-pyrrolo[2,3-d]pyrimidin-4-yl)-1H-pyrazol-1-yl]propyl}-3-(methoxymethyl)piperazine-1-carboxylate). Reaction SMILES: [C:1]([CH:3]=[CH:4][CH2:5][N:6]1[CH2:11][CH2:10][N:9]([C:12]([O:14][C:15]([CH3:18])([CH3:17])[CH3:16])=[O:13])[CH2:8][CH:7]1[CH2:19][O:20][CH3:21])#[N:2].[NH:22]1[CH:26]=[C:25]([C:27]2[C:28]3[CH:35]=[CH:34][N:33]([CH2:36][O:37][CH2:38][CH2:39][Si:40]([CH3:43])([CH3:42])[CH3:41])[C:29]=3[N:30]=[CH:31][N:32]=2)[CH:24]=[N:23]1.CN(C=O)C.C(=O)([O-])[O-].[K+].[K+]>>[C:1]([CH2:3][CH:4]([N:22]1[CH:26]=[C:25]([C:27]2[C:28]3[CH:35]=[CH:34][N:33]([CH2:36][O:37][CH2:38][CH2:39][Si:40]([CH3:43])([CH3:42])[CH3:41])[C:29]=3[N:30]=[CH:31][N:32]=2)[CH:24]=[N:23]1)[CH2:5][N:6]1[CH2:11][CH2:10][N:9]([C:12]([O:14][C:15]([CH3:17])([CH3:18])[CH3:16])=[O:13])[CH2:8][CH:7]1[CH2:19][O:20][CH3:21])#[N:2] |f:3.4.5|. Reported procedure: A mixture of tert-butyl 4-[3-cyanoprop-2-en-1-yl]-3-(methoxymethyl)piperazine-1-carboxylate (54 mg, 0.18 mmol; as a mixture of E- and Z-olefin isomers from Step 2) and 4-(1H-pyrazol-4-yl)-7-{[2-(trimethylsilyl)ethoxy]methyl}-7H-pyrrolo[2,3-d]pyrimidine (58 mg, 0.18 mmol, prepared as described in WO 2007/070514 Example 65) in DMF (0.28 mL, 3.6 mmol) was treated with potassium carbonate (0.081 g, 0.58 mmol) and stirred for 5 h. The mixture was filtered and the filtrate was diluted with EtOAc, whic... Starting materials: [BH4-], CCO, COc1ccc(C=O)cc1Cl, [Na+], C1CCOC1. The product is COc1ccc(CO)cc1Cl. RXN SMILES: [BH4-:12].[CH3:14][CH2:15][OH:16].[Cl:1][c:2]1[cH:3][c:4]([CH:5]=[O:6])[cH:7][cH:8][c:9]1[O:10][CH3:11].[Na+:13].[O:17]1[CH2:18][CH2:19][CH2:20][CH2:21]1>>[Cl:1][c:2]1[cH:3][c:4]([CH2:5][OH:6])[cH:7][cH:8][c:9]1[O:10][CH3:11]. Reactants: C(C)(C)(C)OC(NC1C(CCC1)NC(C1=C(C=C(C=C1SC)C(F)(F)F)OC)=O)=O ([(1SR,2RS)-2-(2-Methoxy-6-methylsulfanyl-4-trifluoromethyl-benzoylamino)-cyclopentyl]-carbamic acid tert-butyl Ester), CC(C)(C)OC(NC1C(CCC1)N)=O ((1RS,2SR)-2-aminocyclopentyl-carbamic acid 1,1-dimethylethyl ester), C(C)C1=C(C(=O)O)C=CC(=C1)C(F)(F)F (2-ethyl-4-(trifluoromethyl)-benzoic acid). The product is C(C)(C)(C)OC(N[C@H]1[C@H](CCC1)NC(C1=C(C=C(C=C1)C(F)(F)F)CC)=O)=O (cis-[2-(2-Ethyl-4-trifluoromethyl-benzoylamino)-cyclopentyl]-carbamic acid tert-butyl ester). Reaction SMILES: [C:1]([O:5][C:6](=[O:30])[NH:7][CH:8]1[CH2:12][CH2:11][CH2:10][CH:9]1[NH:13][C:14](=[O:29])[C:15]1[C:20](SC)=[CH:19][C:18]([C:23]([F:26])([F:25])[F:24])=[CH:17][C:16]=1OC)([CH3:4])([CH3:3])[CH3:2].[CH3:31][C:32](OC(=O)NC1CCCC1N)(C)C.C(C1C=C(C(F)(F)F)C=CC=1C(O)=O)C>>[C:1]([O:5][C:6](=[O:30])[NH:7][C@@H:8]1[CH2:12][CH2:11][CH2:10][C@@H:9]1[NH:13][C:14](=[O:29])[C:15]1[CH:16]=[CH:17][C:18]([C:23]([F:26])([F:25])[F:24])=[CH:19][C:20]=1[CH2:31][CH3:32])([CH3:2])([CH3:3])[CH3:4]. Procedure: The title compound, light yellow solid, MS: m/e=401.4 [(M+H)+], was prepared in accordance with the general method of intermediate N from [(1RS,2SR)-2-aminocyclopentyl-carbamic acid 1,1-dimethylethyl ester (CAS 365996-19-6) and 2-ethyl-4-(trifluoromethyl)-benzoic acid (CAS 854531-63-8). The reactants are Cc1ccc(NC(=O)C(COCCO[Si](c2ccccc2)(c2ccccc2)C(C)(C)C)Oc2ncnc3c2nnn3-c2ccccc2Cl)nc1, CO, Cl. Yields the product Cc1ccc(NC(=O)C(COCCO)Oc2ncnc3c2nnn3-c2ccccc2Cl)nc1. Reaction SMILES: [C:2]([Si:3]([c:4]1[cH:5][cH:6][cH:40][cH:41][cH:42]1)([O:7][CH2:8][CH2:9][O:10][CH2:11][CH:12]([C:13](=[O:14])[NH:15][c:16]1[n:17][cH:18][c:19]([CH3:22])[cH:20][cH:21]1)[O:23][c:24]1[c:25]2[c:26]([n:27][cH:28][n:29]1)[n:30](-[c:33]1[c:34]([Cl:39])[cH:35][cH:36][cH:37][cH:38]1)[n:31][n:32]2)[c:43]1[cH:44][cH:45][cH:46][cH:47][cH:48]1)([CH3:49])([CH3:50])[CH3:51].[CH3:52][OH:53].[ClH:1]>>[OH:7][CH2:8][CH2:9][O:10][CH2:11][CH:12]([C:13](=[O:14])[NH:15][c:16]1[n:17][cH:18][c:19]([CH3:22])[cH:20][cH:21]1)[O:23][c:24]1[c:25]2[c:26]([n:27][cH:28][n:29]1)[n:30](-[c:33]1[c:34]([Cl:39])[cH:35][cH:36][cH:37][cH:38]1)[n:31][n:32]2. The reactants are O=C1CCC(=O)N1Br, COC(=O)c1cc2cc(C)ccc2o1, ClC(Cl)(Cl)Cl, N#CC1(N=NC2(C#N)CCCCC2)CCCCC1. Product: COC(=O)c1cc2cc(CBr)ccc2o1. RXN SMILES: [Br:15][N:16]1[C:17](=[O:18])[CH2:19][CH2:20][C:21]1=[O:22].[CH3:1][O:2][C:3](=[O:4])[c:5]1[o:6][c:7]2[c:8]([cH:9]1)[cH:10][c:11]([CH3:14])[cH:12][cH:13]2.[Cl:41][C:42]([Cl:43])([Cl:44])[Cl:45].[N:23]([C:24]1([C:25]#[N:26])[CH2:27][CH2:28][CH2:29][CH2:30][CH2:31]1)=[N:32][C:33]1([C:34]#[N:35])[CH2:36][CH2:37][CH2:38][CH2:39][CH2:40]1>>[CH3:1][O:2][C:3](=[O:4])[c:5]1[o:6][c:7]2[c:8]([cH:9]1)[cH:10][c:11]([CH2:14][Br:15])[cH:12][cH:13]2.